Task: describe an organic reaction: reactants, conditions, products, and yield. Dataset: the Open Reaction Database (ORD), a public repository of structured organic reaction records Reaction conditions: temperature 70 celsius. The reagents and catalysts are [CH-]1C=CC=C1.[CH-]1C=CC=C1.[Co+2] (cobaltocene). Yields the product CN(C)C1=NC=CC=C1 (2-(N,N-dimethylamino)-pyridine). Reactants: CN(C#N)C (N,N-dimethylcyanamide), C1=CC=CC=C1 (benzol), C#C (acetylene), C#C (acetylene). Reaction SMILES: [CH3:1][N:2]([CH3:5])[C:3]#[N:4].C#C.[CH:8]1[CH:13]=CC=[CH:10][CH:9]=1>[CH-]1C=CC=C1.[CH-]1C=CC=C1.[Co+2]>[CH3:1][N:2]([C:3]1[CH:10]=[CH:9][CH:8]=[CH:13][N:4]=1)[CH3:5] |f:3.4.5|. Reported procedure: 3.1 gm. of cobaltocene (0.016 mole) under nitrogen was dissolved in 44.0 gm. of benzol. The solution mixed with 164 gm. of anhydrous N,N-dimethylcyanamide (2.3 moles). The reaction mixture was saturated with 12 atm. of acetylene at 20° C. in a 1-liter autoclave (with stirring). The reaction mixture was heated to 70° C. Then at the beginning of the exothermal reaction, the heating was carefully increased so that a temperature of 160° C. prevailed in the autoclave. After a drop in pressure in the ... The reactants are [H-].[Na+] (NaH), ICC (iodoethane), C(#N)C1=CC=C2C=C(NC2=C1)C(=O)OCC (ethyl 6-cyanoindole-2-carboxylate). Run in O (water), CN(C=O)C (dimethylformamide). Conditions: time 2 hour. Product: C(#N)C1=CC=C2C=C(N(C2=C1)CC)C(=O)OCC (ethyl 6-cyano-1-ethylindole-2-carboxylate). RXN SMILES: [H-].[Na+].I[CH2:4][CH3:5].[C:6]([C:8]1[CH:16]=[C:15]2[C:11]([CH:12]=[C:13]([C:17]([O:19][CH2:20][CH3:21])=[O:18])[NH:14]2)=[CH:10][CH:9]=1)#[N:7]>CN(C)C=O.O>[C:6]([C:8]1[CH:16]=[C:15]2[C:11]([CH:12]=[C:13]([C:17]([O:19][CH2:20][CH3:21])=[O:18])[N:14]2[CH2:4][CH3:5])=[CH:10][CH:9]=1)#[N:7] |f:0.1|. Reported procedure: In a 1 l flask, 23.5 g of ethyl 6-cyanoindole-2-carboxylate was dissolved in 300 ml of dimethylformamide, and 6.6 g of 60% NaH was slowly added thereto at 0° C. 17.6 ml of iodoethane was then added thereto at −10˜0° C. and the mixture was stirred for 2 hours at room temperature. The reaction solution was cooled and, after adding ice, diluted with water and then extracted three times with ethyl acetate. The organic extracts were combined, dried over MgSO4 and then evaporated. The residue was puri...